From a dataset of the Open Reaction Database (ORD), a public repository of structured organic reaction records. describe an organic reaction: reactants, conditions, products, and yield Starting materials: [Si](C)(C)(C(C)(C)C)OCC=1C(=C(C=CC1)N1CCC(=CC1)C=1C=NC=CC1)F (1′-[3-({[tert-Butyl(dimethyl)silyl]oxy}methyl)-2-fluorophenyl]-1′,2′,3′,6′-tetrahydro-3,4′-bipyridine). Reagents/catalysts: [C].[Pd] (palladium carbon). Run in CCO (EtOH). Conditions: time 8 hour. Yields the product [Si](C)(C)(C(C)(C)C)OCC=1C(=C(C=CC1)N1CCC(CC1)C=1C=NC=CC1)F (3-{1-[3-({[tert-butyl(dimethyl)silyl]oxy}methyl)-2-fluorophenyl]piperidin-4-yl}pyridine). Yield: 92.5%. RXN SMILES: [Si:1]([O:8][CH2:9][C:10]1[C:11]([F:28])=[C:12]([N:16]2[CH2:21][CH:20]=[C:19]([C:22]3[CH:23]=[N:24][CH:25]=[CH:26][CH:27]=3)[CH2:18][CH2:17]2)[CH:13]=[CH:14][CH:15]=1)([C:4]([CH3:7])([CH3:6])[CH3:5])([CH3:3])[CH3:2]>[C].[Pd].CCO>[Si:1]([O:8][CH2:9][C:10]1[C:11]([F:28])=[C:12]([N:16]2[CH2:17][CH2:18][CH:19]([C:22]3[CH:23]=[N:24][CH:25]=[CH:26][CH:27]=3)[CH2:20][CH2:21]2)[CH:13]=[CH:14][CH:15]=1)([C:4]([CH3:7])([CH3:5])[CH3:6])([CH3:3])[CH3:2] |f:1.2|. Procedure details: 1′-[3-({[tert-Butyl(dimethyl)silyl]oxy}methyl)-2-fluorophenyl]-1′,2′,3′,6′-tetrahydro-3,4′-bipyridine (257 mg) was mixed with EtOH (5 ml), and 10% palladium carbon (55 mg) was added thereto under argon atmosphere, followed by stirring at room temperature overnight under hydrogen atmosphere. The reaction mixture was filtered using Celite as a filtration adjuvant, and the filtrate was concentrated under reduced pressure to obtain 3-{1-[3-({[tert-butyl(dimethyl)silyl]oxy}methyl)-2-fluorophenyl]pipe...